Dataset: the Open Reaction Database (ORD), a public repository of structured organic reaction records. Task: describe an organic reaction: reactants, conditions, products, and yield Reactants: CC1=C(N=C(O1)C=1C=C(C=CC1)C)CO[C@@H]1C[C@@H](CCC1)OCC1(CC1)C(=O)OCC (ethyl (1R,3S)-1-[3-(5-methyl-2-m-tolyloxazol-4-ylmethoxy)cyclohexyloxymethyl]cyclopropanecarboxylate), [OH-].[Na+] (NaOH). Solvent: CO (methanol). Reaction conditions: time 18 hour. Product: CC1=C(N=C(O1)C=1C=C(C=CC1)C)CO[C@@H]1C[C@@H](CCC1)OCC1(CC1)C(=O)O ((1R,3S)-1-[3-(5-methyl-2-m-tolyloxazol-4-ylmethoxy)cyclohexyloxymethyl]cyclopropanecarboxylic acid). As a reaction SMILES: [CH3:1][C:2]1[O:6][C:5]([C:7]2[CH:8]=[C:9]([CH3:13])[CH:10]=[CH:11][CH:12]=2)=[N:4][C:3]=1[CH2:14][O:15][C@H:16]1[CH2:21][CH2:20][CH2:19][C@@H:18]([O:22][CH2:23][C:24]2([C:27]([O:29]CC)=[O:28])[CH2:26][CH2:25]2)[CH2:17]1.[OH-].[Na+]>CO>[CH3:1][C:2]1[O:6][C:5]([C:7]2[CH:8]=[C:9]([CH3:13])[CH:10]=[CH:11][CH:12]=2)=[N:4][C:3]=1[CH2:14][O:15][C@H:16]1[CH2:21][CH2:20][CH2:19][C@@H:18]([O:22][CH2:23][C:24]2([C:27]([OH:29])=[O:28])[CH2:26][CH2:25]2)[CH2:17]1 |f:1.2|. Procedure: 56 mg of ethyl (1R,3S)-1-[3-(5-methyl-2-m-tolyloxazol-4-ylmethoxy)cyclohexyloxymethyl]cyclopropanecarboxylate are dissolved in 3 ml of methanol, 0.5 ml of 5N NaOH is added and the mixture is stirred at room temperature for 18 h. The solvent is removed under reduced pressure and the residue is acidified with trifluoroacetic acid and purified by RP-HPLC. This gives (1R,3S)-1-[3-(5-methyl-2-m-tolyloxazol-4-ylmethoxy)cyclohexyloxymethyl]cyclopropanecarboxylic acid as a colorless oil. C23H29NO5 (399.... The yield is 10.9%. The reactants are Cl.C(=O)(O)C=1C=CC(=C(C1)NN)Cl ((5-carboxy-2-chlorophenyl)hydrazine hydrochloride), COC1=C(C(=O)C(C(=O)O)CC)C=CC=C1 ((2-methoxybenzoyl)butyric acid). Yields the product ClC1=CC=C2C=3C(=C(NC13)C1=C(C=CC=C1)OC)CCC2=O (8-chloro-2-(2-methoxyphenyl)-1,3,4,5-tetrahydrobenz[cd]indol-5-one). Reaction SMILES: Cl.[C:2]([C:5]1[CH:6]=[CH:7][C:8]([Cl:13])=[C:9]([NH:11]N)[CH:10]=1)([OH:4])=O.[CH3:14][O:15][C:16]1[CH:29]=[CH:28][CH:27]=[CH:26][C:17]=1[C:18]([CH:20]([CH2:24][CH3:25])C(O)=O)=O>>[Cl:13][C:8]1[C:9]2[NH:11][C:18]([C:17]3[CH:26]=[CH:27][CH:28]=[CH:29][C:16]=3[O:15][CH3:14])=[C:20]3[CH2:24][CH2:25][C:2](=[O:4])[C:5]([C:10]=23)=[CH:6][CH:7]=1 |f:0.1|. Procedure: The procedure of Example 60, steps 1 to 3 was repeated using (5-carboxy-2-chlorophenyl)hydrazine hydrochloride (24.1 g) and (2-methoxybenzoyl)butyric acid (16 g) to yield 2.45 g (12%) of the titled compound as a yellow powder. Reactants: COC(=O)C(CC(C)C)NC(=O)C(Cc1ccccc1)NC(=O)C(Cc1ccc(O)cc1)NC(=O)C(CO)NC(=O)C(Cc1c[nH]c2ccccc12)NC(=O)OCc1ccccc1, CO. Yields the product COC(=O)C(CC(C)C)NC(=O)C(Cc1ccccc1)NC(=O)C(Cc1ccc(O)cc1)NC(=O)C(CO)NC(=O)C(N)Cc1c[nH]c2ccccc12. RXN SMILES: [CH3:1][O:2][C:3]([CH:4]([NH:5][C:6]([CH:7]([NH:8][C:9]([CH:10]([NH:11][C:12]([CH:13]([NH:14][C:15]([CH:16]([NH:17][C:18]([O:19][CH2:20][c:21]1[cH:22][cH:23][cH:24][cH:25][cH:26]1)=[O:27])[CH2:28][c:29]1[cH:30][nH:31][c:32]2[cH:33][cH:34][cH:35][cH:36][c:37]12)=[O:38])[CH2:39][OH:40])=[O:41])[CH2:42][c:43]1[cH:44][cH:45][c:46]([OH:49])[cH:47][cH:48]1)=[O:50])[CH2:51][c:52]1[cH:53][cH:54][cH:55][cH:56][cH:57]1)=[O:58])[CH2:59][CH:60]([CH3:61])[CH3:62])=[O:63].[CH3:64][OH:65]>>[CH3:1][O:2][C:3]([CH:4]([NH:5][C:6]([CH:7]([NH:8][C:9]([CH:10]([NH:11][C:12]([CH:13]([NH:14][C:15]([CH:16]([NH2:17])[CH2:28][c:29]1[cH:30][nH:31][c:32]2[cH:33][cH:34][cH:35][cH:36][c:37]12)=[O:38])[CH2:39][OH:40])=[O:41])[CH2:42][c:43]1[cH:44][cH:45][c:46]([OH:49])[cH:47][cH:48]1)=[O:50])[CH2:51][c:52]1[cH:53][cH:54][cH:55][cH:56][cH:57]1)=[O:58])[CH2:59][CH:60]([CH3:61])[CH3:62])=[O:63]. Starting materials: COC(=O)C=1SC(=CC1N=CN(C)C)Br (5-Bromo-3-(dimethylaminomethyleneamino)thiophene-2-carboxylic acid methyl ester), FC=1C=C(C=CC1OCCN1CCCC1)N (3-fluoro-4-(2-pyrrolidin-1-ylethoxy)phenylamine). Run in C(C)(C)O (isopropanol). Product: BrC1=CC=2N=CN(C(C2S1)=O)C1=CC(=C(C=C1)OCCN1CCCC1)F (6-Bromo-3-[3-fluoro-4-(2-pyrrolidin-1-ylethoxy)phenyl]-3H-thieno[3,2-d]pyrimidin-4-one). RXN SMILES: CO[C:3]([C:5]1[S:6][C:7]([Br:15])=[CH:8][C:9]=1[N:10]=[CH:11][N:12]([CH3:14])C)=[O:4].[F:16][C:17]1[CH:18]=C(N)[CH:20]=[CH:21][C:22]=1[O:23][CH2:24][CH2:25][N:26]1[CH2:30][CH2:29][CH2:28][CH2:27]1>C(O)(C)C>[Br:15][C:7]1[S:6][C:5]2[C:3](=[O:4])[N:12]([C:14]3[CH:20]=[CH:21][C:22]([O:23][CH2:24][CH2:25][N:26]4[CH2:30][CH2:29][CH2:28][CH2:27]4)=[C:17]([F:16])[CH:18]=3)[CH:11]=[N:10][C:9]=2[CH:8]=1. Procedure details: 5-Bromo-3-(dimethylaminomethyleneamino)thiophene-2-carboxylic acid methyl ester was reacted with 3-fluoro-4-(2-pyrrolidin-1-ylethoxy)phenylamine by method A with addition of isopropanol in addition. The product with the molecular weight of 438.32 (C18H17BrFN3O2S) was obtained in this way; MS (ESI): 438, 440 (M+H+). Reactants: CC(=O)c1cc(Br)ccc1O, CCO, O=Cc1ccccc1, [Na+], [Na+], O, O, O, O, O, O, O, O, O, OB1O[B-]2(O)OB(O)O[B-](O)(O1)O2. The product is O=C1CC(c2ccccc2)Oc2ccc(Br)cc21. Reaction SMILES: [Br:1][c:2]1[cH:3][cH:4][c:5]([OH:11])[c:6]([C:8]([CH3:9])=[O:10])[cH:7]1.[CH3:43][CH2:44][OH:45].[CH:12](=[O:13])[c:14]1[cH:15][cH:16][cH:17][cH:18][cH:19]1.[Na+:20].[Na+:21].[OH2:22].[OH2:23].[OH2:24].[OH2:25].[OH2:26].[OH2:27].[OH2:28].[OH2:29].[OH2:46].[OH:30][B:31]1[O:32][B-:33]2([OH:42])[O:34][B-:35]([OH:40])([O:36][B:37]([OH:39])[O:38]2)[O:41]1>>[Br:1][c:2]1[cH:3][cH:4][c:5]2[c:6]([cH:7]1)[C:8](=[O:10])[CH2:9][CH:12]([c:14]1[cH:15][cH:16][cH:17][cH:18][cH:19]1)[O:11]2. The reactants are Cc1ccccc1, CS(=O)(=O)OC1CN(C(c2ccccc2)c2ccccc2)C1, [NH2-], [Na], O, Oc1ccccc1. Product: c1ccc(OC2CN(C(c3ccccc3)c3ccccc3)C2)cc1. RXN SMILES: [CH3:33][c:34]1[cH:35][cH:36][cH:37][cH:38][cH:39]1.[CH:10]([c:11]1[cH:12][cH:13][cH:14][cH:15][cH:16]1)([c:17]1[cH:18][cH:19][cH:20][cH:21][cH:22]1)[N:23]1[CH2:24][CH:25]([O:27][S:28]([CH3:29])(=[O:30])=[O:31])[CH2:26]1.[NH2-:2].[Na:1].[OH2:32].[OH:3][c:4]1[cH:5][cH:6][cH:7][cH:8][cH:9]1>>[O:3]([c:4]1[cH:5][cH:6][cH:7][cH:8][cH:9]1)[CH:25]1[CH2:24][N:23]([CH:10]([c:11]2[cH:12][cH:13][cH:14][cH:15][cH:16]2)[c:17]2[cH:18][cH:19][cH:20][cH:21][cH:22]2)[CH2:26]1. The reactants are COCCOCCOCCOCCOCCOCCOCCOCCNC(=O)[C@H]1N(CCC1)CCN(C(C1=CC(C(=O)NC2=C(C=C(C=C2)N2CCCCC2)C2=NC=CC(=C2)C(N[C@H]2CCCC3=CC=CC=C23)=O)=CC=C1)=O)C (N1-(2-((S)-2-(2,5,8,11,14,17,20,23-octaoxapentacosan-25-ylcarbamoyl)pyrrolidin-1-yl)ethyl)-N1-methyl-N3-(4-(piperidin-1-yl)-2-(4-(((S)-1,2,3,4-tetrahydronaphthalen-1-yl)carbamoyl)pyridin-2-yl)phenyl)isophthalamide), C(C)N(C1=CC(=C(C=C1)NC(C1=CC(C(=O)N(CC=O)C)=CC=C1)=O)C1=NC=CC(=C1)C(N[C@H]1CCCC2=CC=CC=C12)=O)CC ((S)—N1-(4-(diethylamino)-2-(4-((1,2,3,4-tetrahydronaphthalen-1-yl)carbamoyl)pyridin-2-yl)phenyl)-N3-methyl-N3-(2-oxoethyl)isophthalamide). Yields the product COCCOCCOCCOCCOCCOCCOCCOCCNC(=O)[C@H]1N(CCC1)CCN(C(C1=CC(C(=O)NC2=C(C=C(C=C2)N(CC)CC)C2=NC=CC(=C2)C(N[C@H]2CCCC3=CC=CC=C23)=O)=CC=C1)=O)C (N1-(2-((S)-2-(2,5,8,11,14,17,20,23-octaoxapentacosan-25-ylcarbamoyl)pyrrolidin-1-yl)ethyl)-N3-(4-(diethylamino)-2-(4-(((S)-1,2,3,4-tetrahydronaphthalen-1-yl)carbamoyl)pyridin-2-yl)phenyl)-N1-methylisophthalamide). Reaction SMILES: [CH3:1][O:2][CH2:3][CH2:4][O:5][CH2:6][CH2:7][O:8][CH2:9][CH2:10][O:11][CH2:12][CH2:13][O:14][CH2:15][CH2:16][O:17][CH2:18][CH2:19][O:20][CH2:21][CH2:22][O:23][CH2:24][CH2:25][NH:26][C:27]([C@@H:29]1[CH2:33][CH2:32][CH2:31][N:30]1[CH2:34][CH2:35][N:36]([CH3:79])[C:37](=[O:78])[C:38]1[CH:77]=[CH:76][CH:75]=[C:40]([C:41]([NH:43][C:44]2[CH:49]=[CH:48][C:47]([N:50]3[CH2:55][CH2:54]C[CH2:52][CH2:51]3)=[CH:46][C:45]=2[C:56]2[CH:61]=[C:60]([C:62](=[O:74])[NH:63][C@@H:64]3[C:73]4[C:68](=[CH:69][CH:70]=[CH:71][CH:72]=4)[CH2:67][CH2:66][CH2:65]3)[CH:59]=[CH:58][N:57]=2)=[O:42])[CH:39]=1)=[O:28].C(N(CC)C1C=CC(NC(=O)C2C=CC=C(C(N(C)CC=O)=O)C=2)=C(C2C=C(C(=O)N[C@@H]3C4C(=CC=CC=4)CCC3)C=CN=2)C=1)C>>[CH3:1][O:2][CH2:3][CH2:4][O:5][CH2:6][CH2:7][O:8][CH2:9][CH2:10][O:11][CH2:12][CH2:13][O:14][CH2:15][CH2:16][O:17][CH2:18][CH2:19][O:20][CH2:21][CH2:22][O:23][CH2:24][CH2:25][NH:26][C:27]([C@@H:29]1[CH2:33][CH2:32][CH2:31][N:30]1[CH2:34][CH2:35][N:36]([CH3:79])[C:37](=[O:78])[C:38]1[CH:77]=[CH:76][CH:75]=[C:40]([C:41]([NH:43][C:44]2[CH:49]=[CH:48][C:47]([N:50]([CH2:55][CH3:54])[CH2:51][CH3:52])=[CH:46][C:45]=2[C:56]2[CH:61]=[C:60]([C:62](=[O:74])[NH:63][C@@H:64]3[C:73]4[C:68](=[CH:69][CH:70]=[CH:71][CH:72]=4)[CH2:67][CH2:66][CH2:65]3)[CH:59]=[CH:58][N:57]=2)=[O:42])[CH:39]=1)=[O:28]. Reported procedure: This compound was prepared according to the procedure described for the synthesis of N1-(2-((S)-2-(2,5,8,11,14,17,20,23-octaoxapentacosan-25-ylcarbamoyl)pyrrolidin-1-yl)ethyl)-N1-methyl-N3-(4-(piperidin-1-yl)-2-(4-(((S)-1,2,3,4-tetrahydronaphthalen-1-yl)carbamoyl)pyridin-2-yl)phenyl)isophthalamide Example 195, using (S)—N1-(4-(diethylamino)-2-(4-((1,2,3,4-tetrahydronaphthalen-1-yl)carbamoyl)pyridin-2-yl)phenyl)-N3-methyl-N3-(2-oxoethyl)isophthalamide in place of (S)—N1-methyl-N1-(2-oxoethyl)-N3-... The reactants are C(=O)P(O)(O)=O (formylphosphonic acid), NCC(=O)O (glycine). The product is C(C(=O)O)NCP(=O)(O)O (glyphosate). Yield: 90.0%. RXN SMILES: [CH:1]([P:3](=[O:6])([OH:5])[OH:4])=O.[NH2:7][CH2:8][C:9]([OH:11])=[O:10]>>[CH2:8]([NH:7][CH2:1][P:3]([OH:4])([OH:5])=[O:6])[C:9]([OH:11])=[O:10]. Procedure details: Reaction of formylphosphonic acid and glycine was carried out under the conditions described in Example 6 except that the pH was adjusted to 10.0 before commencement of the reduction reaction. Analysis indicated a 90.0% yield of glyphosate salts. The product is FC1=C(CN2C[C@H](N(CC2)C(=O)OCC2=CC=CC=C2)C)C=CC=C1NC(=O)NC1=CC(=NC=C1)C ((R)-benzyl 4-(2-fluoro-3-(3-(2-methylpyridin-4-yl)ureido)benzyl)-2-methylpiperazine-1-carboxylate). RXN SMILES: ClC(Cl)(O[C:5](=[O:11])OC(Cl)(Cl)Cl)Cl.[NH2:13][C:14]1[C:15]([F:38])=[C:16]([CH:35]=[CH:36][CH:37]=1)[CH2:17][N:18]1[CH2:23][CH2:22][N:21]([C:24]([O:26][CH2:27][C:28]2[CH:33]=[CH:32][CH:31]=[CH:30][CH:29]=2)=[O:25])[C@H:20]([CH3:34])[CH2:19]1.CCN(C(C)C)C(C)C.[NH2:48][C:49]1[CH:54]=[CH:53][N:52]=[C:51]([CH3:55])[CH:50]=1>C1COCC1.CCOC(C)=O>[F:38][C:15]1[C:14]([NH:13][C:5]([NH:48][C:49]2[CH:54]=[CH:53][N:52]=[C:51]([CH3:55])[CH:50]=2)=[O:11])=[CH:37][CH:36]=[CH:35][C:16]=1[CH2:17][N:18]1[CH2:23][CH2:22][N:21]([C:24]([O:26][CH2:27][C:28]2[CH:33]=[CH:32][CH:31]=[CH:30][CH:29]=2)=[O:25])[C@H:20]([CH3:34])[CH2:19]1. Isolated yield 27.0%. The reactants are NC1=CC(=NC=C1)C (4-amino-2-methylpyridine), ClC(Cl)(OC(OC(Cl)(Cl)Cl)=O)Cl (triphosgene), NC=1C(=C(CN2C[C@H](N(CC2)C(=O)OCC2=CC=CC=C2)C)C=CC1)F ((R)-benzyl 4-(3-amino-2-fluorobenzyl)-2-methylpiperazine-1-carboxylate), CCN(C(C)C)C(C)C (DIPEA). Procedure details: To a 0° C. solution of triphosgene (150 mg, 0.50 mmol, 0.35 equiv) in THF (15 mL) was slowly added via cannula a solution of (R)-benzyl 4-(3-amino-2-fluorobenzyl)-2-methylpiperazine-1-carboxylate (500 mg, 1.4 mmol, 1.0 equiv) and DIPEA (485 μL, 18.5 mmol, 2.0 equiv) in THF (15 mL) over approximately 15 minutes. The solution was stirred for an additional 20 min at 0° C., and 4-amino-2-methylpyridine was then added. After stirring at room temperature overnight, the reaction was diluted with EtOAc,... The solvent is C1CCOC1 (THF), C1CCOC1 (THF), CCOC(=O)C (EtOAc). Run at temperature 0 celsius, time 20 minute.